From a dataset of the Open Reaction Database (ORD), a public repository of structured organic reaction records. describe an organic reaction: reactants, conditions, products, and yield Reactants: CC1(OB(OC1(C)C)C=1C=NN(C1)C1CCN(CC1)C(=O)OC(C)(C)C)C (tert-butyl 4-[4-(4,4,5,5-tetramethyl-1,3,2-dioxaborolan-2-yl)-1H-pyrazol-1-yl]piperidine-1-carboxylate), ClC1=CC=2N(N=C1)C(=CN2)C=2C=C(C=CC2)NC(=O)NCC(F)(F)F (N-[3-(7-chloroimidazo[1,2-b]pyridazin-3-yl)phenyl]-N′-(2,2,2-trifluoroethyl)urea), C([O-])([O-])=O.[Na+].[Na+] (sodium carbonate). RXN SMILES: CC1(C)C(C)(C)OB([C:9]2[CH:10]=[N:11][N:12]([CH:14]3[CH2:19][CH2:18][N:17]([C:20]([O:22][C:23]([CH3:26])([CH3:25])[CH3:24])=[O:21])[CH2:16][CH2:15]3)[CH:13]=2)O1.Cl[C:29]1[CH:34]=[N:33][N:32]2[C:35]([C:38]3[CH:39]=[C:40]([NH:44][C:45]([NH:47][CH2:48][C:49]([F:52])([F:51])[F:50])=[O:46])[CH:41]=[CH:42][CH:43]=3)=[CH:36][N:37]=[C:31]2[CH:30]=1.C(=O)([O-])[O-].[Na+].[Na+]>O1CCOCC1.O.C(OCC)(=O)C.C1C=CC([P]([Pd]([P](C2C=CC=CC=2)(C2C=CC=CC=2)C2C=CC=CC=2)([P](C2C=CC=CC=2)(C2C=CC=CC=2)C2C=CC=CC=2)[P](C2C=CC=CC=2)(C2C=CC=CC=2)C2C=CC=CC=2)(C2C=CC=CC=2)C2C=CC=CC=2)=CC=1>[F:52][C:49]([F:50])([F:51])[CH2:48][NH:47][C:45]([NH:44][C:40]1[CH:39]=[C:38]([C:35]2[N:32]3[N:33]=[CH:34][C:29]([C:9]4[CH:10]=[N:11][N:12]([CH:14]5[CH2:15][CH2:16][N:17]([C:20]([O:22][C:23]([CH3:24])([CH3:25])[CH3:26])=[O:21])[CH2:18][CH2:19]5)[CH:13]=4)=[CH:30][C:31]3=[N:37][CH:36]=2)[CH:43]=[CH:42][CH:41]=1)=[O:46] |f:2.3.4,^1:75,77,96,115|. Reagents/catalysts: C=1C=CC(=CC1)[P](C=2C=CC=CC2)(C=3C=CC=CC3)[Pd]([P](C=4C=CC=CC4)(C=5C=CC=CC5)C=6C=CC=CC6)([P](C=7C=CC=CC7)(C=8C=CC=CC8)C=9C=CC=CC9)[P](C=1C=CC=CC1)(C=1C=CC=CC1)C=1C=CC=CC1 (tetrakis(triphenylphosphine)palladium(0)). Solvent: O1CCOCC1 (dioxane), O (water), C(C)(=O)OCC (ethyl acetate). The yield is 82.5%. Run at temperature 100 celsius, time 8 hour. Product: FC(CNC(=O)NC=1C=C(C=CC1)C1=CN=C2N1N=CC(=C2)C=2C=NN(C2)C2CCN(CC2)C(=O)OC(C)(C)C)(F)F (tert-butyl 4-(4-{3-[3-({[(2,2,2-trifluoroethyl)amino]carbonyl}amino)phenyl]imidazo[1,2-b]pyridazin-7-yl}-1H-pyrazol-1-yl)piperidine-1-carboxylate). Procedure: A mixture of tert-butyl 4-[4-(4,4,5,5-tetramethyl-1,3,2-dioxaborolan-2-yl)-1H-pyrazol-1-yl]piperidine-1-carboxylate (0.830 g, 2.20 mmol, Combi-Block, Cat. No. FM-2957), N-[3-(7-chloroimidazo[1,2-b]pyridazin-3-yl)phenyl]-N′-(2,2,2-trifluoroethyl)urea (0.739 g, 2.00 mmol), tetrakis(triphenylphosphine)palladium(0) (116 mg, 0.100 mmol) and sodium carbonate (0.636 g, 6.00 mmol) in dioxane (15 mL) and water (5 mL) was degassed and recharged with nitrogen three times, and heated and stirred at 100° C. ... The reactants are CO, O=C[O-], O=C(c1ccc([N+](=O)[O-])cc1)N1CCCC1, [NH4+]. The product is Nc1ccc(C(=O)N2CCCC2)cc1. RXN SMILES: [CH3:21][OH:22].[CH:17]([O-:18])=[O:19].[N+:1]([O-:2])(=[O:3])[c:4]1[cH:5][cH:6][c:7]([C:8](=[O:9])[N:10]2[CH2:11][CH2:12][CH2:13][CH2:14]2)[cH:15][cH:16]1.[NH4+:20]>>[NH2:1][c:4]1[cH:5][cH:6][c:7]([C:8](=[O:9])[N:10]2[CH2:11][CH2:12][CH2:13][CH2:14]2)[cH:15][cH:16]1. The product is C1(CC1)N(C(=O)C1=CC=2C(=NC(=C3C2N(C=N3)C)NC=3SC(=CN3)C(=O)N(C)C)N1CC)C1CC1 (2-(7-(dicyclopropylcarbamoyl)-6-ethyl-1-methyl-1,6-dihydroimidazo[4,5-d]pyrrolo[2,3-b]pyridin-4-ylamino)-N,N-dimethylthiazole-5-carboxamide). RXN SMILES: [CH3:1][NH:2][CH3:3].[CH:4]1([N:7]([CH:34]2[CH2:36][CH2:35]2)[C:8]([C:10]2[N:31]([CH2:32][CH3:33])[C:13]3=[N:14][C:15]([NH:22][C:23]4[S:24][C:25]([C:28]([OH:30])=O)=[CH:26][N:27]=4)=[C:16]4[N:20]=[CH:19][N:18]([CH3:21])[C:17]4=[C:12]3[CH:11]=2)=[O:9])[CH2:6][CH2:5]1>>[CH:4]1([N:7]([CH:34]2[CH2:35][CH2:36]2)[C:8]([C:10]2[N:31]([CH2:32][CH3:33])[C:13]3=[N:14][C:15]([NH:22][C:23]4[S:24][C:25]([C:28]([N:2]([CH3:3])[CH3:1])=[O:30])=[CH:26][N:27]=4)=[C:16]4[N:20]=[CH:19][N:18]([CH3:21])[C:17]4=[C:12]3[CH:11]=2)=[O:9])[CH2:6][CH2:5]1. Reactants: CNC (N,N-dimethylamine), C1(CC1)N(C(=O)C1=CC=2C(=NC(=C3C2N(C=N3)C)NC=3SC(=CN3)C(=O)O)N1CC)C1CC1 (2-(7-(dicyclopropylcarbamoyl)-6-ethyl-1-methyl-1,6-dihydroimidazo[4,5-d]pyrrolo[2,3-b]pyridin-4-ylamino)thiazole-5-carboxylic acid). Procedure details: This compound was prepared according to Example 20 using N,N-dimethylamine and 2-(7-(dicyclopropylcarbamoyl)-6-ethyl-1-methyl-1,6-dihydroimidazo[4,5-d]pyrrolo[2,3-b]pyridin-4-ylamino)thiazole-5-carboxylic acid (example 20A) to give 2-(7-(dicyclopropylcarbamoyl)-6-ethyl-1-methyl-1,6-dihydroimidazo[4,5-d]pyrrolo[2,3-b]pyridin-4-ylamino)-N,N-dimethylthiazole-5-carboxamide. Reactants: C1CCOC1, C[Si](C)(C)[N-][Si](C)(C)C, C=COCCON, COC(=O)c1cc(C)c(=O)n(C)c1Nc1ccc(I)cc1F, [Li+]. Product: C=COCCONC(=O)c1cc(C)c(=O)n(C)c1Nc1ccc(I)cc1F. Reaction SMILES: [CH2:40]1[O:41][CH2:42][CH2:43][CH2:44]1.[CH3:30][Si:31]([N-:32][Si:33]([CH3:34])([CH3:35])[CH3:36])([CH3:37])[CH3:38].[CH:23](=[CH2:24])[O:25][CH2:26][CH2:27][O:28][NH2:29].[F:1][c:2]1[c:3]([NH:9][c:10]2[n:11]([CH3:22])[c:12](=[O:21])[c:13]([CH3:20])[cH:14][c:15]2[C:16]([O:18][CH3:17])=[O:19])[cH:4][cH:5][c:6]([I:8])[cH:7]1.[Li+:39]>>[F:1][c:2]1[c:3]([NH:9][c:10]2[n:11]([CH3:22])[c:12](=[O:21])[c:13]([CH3:20])[cH:14][c:15]2[C:16](=[O:18])[NH:29][O:28][CH2:27][CH2:26][O:25][CH:23]=[CH2:24])[cH:4][cH:5][c:6]([I:8])[cH:7]1. Reactants: N#CC1c2cc(Cl)c(Cl)cc2C=CN1C(=O)c1ccccc1, CC[N+](CC)(CC)Cc1ccccc1, ClCCl, COc1cc(CCl)cc(OC)c1OC, Cc1ccccc1, [Cl-], [Na+], [OH-], O. Product: COc1cc(CC2(C#N)c3cc(Cl)c(Cl)cc3C=CN2C(=O)c2ccccc2)cc(OC)c1OC. RXN SMILES: [C:1]([c:2]1[cH:3][cH:4][cH:5][cH:6][cH:7]1)(=[O:8])[N:9]1[CH:10]([C:21]#[N:22])[c:11]2[cH:12][c:13]([Cl:20])[c:14]([Cl:19])[cH:15][c:16]2[CH:17]=[CH:18]1.[CH2:41]([N+:42]([CH2:43][CH3:44])([CH2:45][CH3:46])[CH2:47][CH3:48])[c:49]1[cH:50][cH:51][cH:52][cH:53][cH:54]1.[CH2:62]([Cl:63])[Cl:64].[CH3:23][O:24][c:25]1[cH:26][c:27]([CH2:28][Cl:29])[cH:30][c:31]([O:35][CH3:36])[c:32]1[O:33][CH3:34].[CH3:55][c:56]1[cH:57][cH:58][cH:59][cH:60][cH:61]1.[Cl-:40].[Na+:38].[OH-:37].[OH2:39]>>[C:1]([c:2]1[cH:3][cH:4][cH:5][cH:6][cH:7]1)(=[O:8])[N:9]1[C:10]([C:21]#[N:22])([CH2:28][c:27]2[cH:26][c:25]([O:24][CH3:23])[c:32]([O:33][CH3:34])[c:31]([O:35][CH3:36])[cH:30]2)[c:11]2[cH:12][c:13]([Cl:20])[c:14]([Cl:19])[cH:15][c:16]2[CH:17]=[CH:18]1.